From a dataset of the Open Reaction Database (ORD), a public repository of structured organic reaction records. describe an organic reaction: reactants, conditions, products, and yield Starting materials: Br.[N+](=O)([O-])C1=CC(=C2NC(C(NC2=C1)=O)=O)CNC1CS(CC1)(=O)=O (N-(7-nitro-2,3-dioxo-1,2,3,4-tetrahydroquinoxalin-5-ylmethyl)-N-(1,1-dioxo-2,3,4,5-tetrahydro-thien-3-yl)-amine hydrobromide). The solvent is CO.C(C)(=O)O (methanol acetic acid). Yields the product Br.[N+](=O)([O-])C1=CC(=C2NC(C(NC2=C1)=O)=O)CNC (N-(7-nitro-2,3-dioxo-1,2,3,4-tetrahydroquinoxalin-5-yl methyl)-N-methyl-amine hydrobromide). RXN SMILES: [BrH:1].[N+:2]([C:5]1[CH:14]=[C:13]2[C:8]([NH:9][C:10](=[O:16])[C:11](=[O:15])[NH:12]2)=[C:7]([CH2:17][NH:18][CH:19]2CCS(=O)(=O)C2)[CH:6]=1)([O-:4])=[O:3]>CO.C(O)(=O)C>[BrH:1].[N+:2]([C:5]1[CH:14]=[C:13]2[C:8]([NH:9][C:10](=[O:16])[C:11](=[O:15])[NH:12]2)=[C:7]([CH2:17][NH:18][CH3:19])[CH:6]=1)([O-:4])=[O:3] |f:0.1,2.3,4.5|. Reported procedure: N-(7-nitro-2,3-dioxo-1,2,3,4-tetrahydroquinoxalin-5-ylmethyl)-N-(1,1-dioxo-2,3,4,5-tetrahydro-thien-3-yl)-amine hydrobromide, FAB-MS: M+ =354; TLC: methanol/acetic acid (9:1) Rf =0.69; The reactants are C(C(C)(C)C)(=O)OC[C@H](C=1C(=C2C=CC(NC2=CC1C)=O)C1=CC=C(C=C1)Cl)OC(C)(C)C ((S)-2-tert-butoxy-2-(5-(4-chlorophenyl)-7-methyl-2-oxo-1,2-dihydroquinolin-6-yl)ethyl pivalate), [OH-].[Na+] (NaOH). The solvent is C1CCOC1 (THF), CO (methanol), O (water). Run at temperature 25 celsius, time 16 hour. Product: C(C)(C)(C)O[C@H](CO)C=1C(=C2C=CC(NC2=CC1C)=O)C1=CC=C(C=C1)Cl ((S)-6-(1-tert-butoxy-2-hydroxyethyl)-5-(4-chlorophenyl)-7-methylquinolin-2(1H)-one). Yield: 92.4%. RXN SMILES: C([O:7][CH2:8][C@@H:9]([O:29][C:30]([CH3:33])([CH3:32])[CH3:31])[C:10]1[C:11]([C:22]2[CH:27]=[CH:26][C:25]([Cl:28])=[CH:24][CH:23]=2)=[C:12]2[C:17](=[CH:18][C:19]=1[CH3:20])[NH:16][C:15](=[O:21])[CH:14]=[CH:13]2)(=O)C(C)(C)C.[OH-].[Na+]>C1COCC1.CO.O>[C:30]([O:29][C@@H:9]([C:10]1[C:11]([C:22]2[CH:23]=[CH:24][C:25]([Cl:28])=[CH:26][CH:27]=2)=[C:12]2[C:17](=[CH:18][C:19]=1[CH3:20])[NH:16][C:15](=[O:21])[CH:14]=[CH:13]2)[CH2:8][OH:7])([CH3:33])([CH3:31])[CH3:32] |f:1.2|. Procedure details: To the solution of (S)-2-tert-butoxy-2-(5-(4-chlorophenyl)-7-methyl-2-oxo-1,2-dihydroquinolin-6-yl)ethyl pivalate (5.8 mg) in THF and methanol (1.5 mL/0.5 mL) was added 1 M NaOH solution (0.6 mL). The mixture was stirred at 25° C. for 16 hours, diluted with water. The mixture was extracted with ethyl acetate. The organic layer was washed with brine and dried over sodium sulfate. Concentration gave (S)-6-(1-tert-butoxy-2-hydroxyethyl)-5-(4-chlorophenyl)-7-methylquinolin-2(1H)-one (4.4 mg). LCMS-E... Starting materials: C(C)(C)(C)N1N=CC(=C(C1=O)Cl)Cl (2-t-butyl-4,5-dichloro-3(2H)-pyridazinone), FC(COC1=CC=C(C=N1)CO)(C(F)F)F (6-(2,2,3,3-tetrafluoropropyloxy)-3-pyridine methanol), O (water), [OH-].[K+] (potassium hydroxide). The solvent is CN(C=O)C (N,N-dimethylformamide). Reaction conditions: time 8 hour. Product: C(C)(C)(C)N1N=CC(=C(C1=O)Cl)OCC=1C=NC(=CC1)OCC(C(F)F)(F)F (2-t-butyl-4-chloro-5-[{6-(2,2,3,3-tetrafluoropropyloxy)-3-pyridyl}-methyloxy]-3(2H)-pyridazinone). The yield is 85.4%. RXN SMILES: [C:1]([N:5]1[C:10](=[O:11])[C:9]([Cl:12])=[C:8](Cl)[CH:7]=[N:6]1)([CH3:4])([CH3:3])[CH3:2].[F:14][C:15]([F:29])([CH:26]([F:28])[F:27])[CH2:16][O:17][C:18]1[N:23]=[CH:22][C:21]([CH2:24][OH:25])=[CH:20][CH:19]=1.[OH-].[K+].O>CN(C)C=O>[C:1]([N:5]1[C:10](=[O:11])[C:9]([Cl:12])=[C:8]([O:25][CH2:24][C:21]2[CH:22]=[N:23][C:18]([O:17][CH2:16][C:15]([F:29])([F:14])[CH:26]([F:28])[F:27])=[CH:19][CH:20]=2)[CH:7]=[N:6]1)([CH3:4])([CH3:3])[CH3:2] |f:2.3|. Procedure: In 40 ml of N,N-dimethylformamide were dissolved 2.2 g of 2-t-butyl-4,5-dichloro-3(2H)-pyridazinone and 2.5 g of 6-(2,2,3,3-tetrafluoropropyloxy)-3-pyridine methanol, and thereto was added 0.7 g of powdery potassium hydroxide. The reaction mixture was stirred overnight at room temperature and poured into water. Then, procedures similar to those in Preparation Example 24 were conducted to obtain 3.6 g of 2-t-butyl-4-chloro-5-[{6-(2,2,3,3-tetrafluoropropyloxy)-3-pyridyl}-methyloxy]-3(2H)-pyridazin... Starting materials: C(=O)(OC(C)(C)C)N1CCNCC1 (Boc-piperazine), CC1OC(C2=CC=C(C=C2C1)CC=O)=O ((3-methyl-1-oxo-3,4-dihydro-1H-isochromen-6-yl)acetaldehyde), C(C)(=O)O[BH-](OC(C)=O)OC(C)=O.[Na+] (sodium triacetoxyborohydride). Solvent: C(Cl)Cl (DCM). Reaction conditions: time 8 hour. The product is CC1OC(C2=CC=C(C=C2C1)CCN1CCN(CC1)C(=O)OC(C)(C)C)=O (tert-butyl 4-[2-(3-methyl-1-oxo-3,4-dihydro-1H-isochromen-6-yl)ethyl]piperazine-1-carboxylate). As a reaction SMILES: [CH3:1][CH:2]1[CH2:11][C:10]2[C:5](=[CH:6][CH:7]=[C:8]([CH2:12][CH:13]=O)[CH:9]=2)[C:4](=[O:15])[O:3]1.[C:16]([N:23]1[CH2:28][CH2:27][NH:26][CH2:25][CH2:24]1)([O:18][C:19]([CH3:22])([CH3:21])[CH3:20])=[O:17].C(O[BH-](OC(=O)C)OC(=O)C)(=O)C.[Na+]>C(Cl)Cl>[CH3:1][CH:2]1[CH2:11][C:10]2[C:5](=[CH:6][CH:7]=[C:8]([CH2:12][CH2:13][N:26]3[CH2:25][CH2:24][N:23]([C:16]([O:18][C:19]([CH3:22])([CH3:21])[CH3:20])=[O:17])[CH2:28][CH2:27]3)[CH:9]=2)[C:4](=[O:15])[O:3]1 |f:2.3|. Procedure details: Freshly prepared (3-methyl-1-oxo-3,4-dihydro-1H-isochromen-6-yl)acetaldehyde was dissolved in DCM. To the solution was added Boc-piperazine (671 mg, 3.6 mmol) followed by sodium triacetoxyborohydride (1.91 g, 9.0 mmol), the reaction mixture was allowed to stir overnight before being quenched with 10 mL of MeOH. The excess solvent was removed and the residue was re-redissolved in DCM; washed with water and brine, dried with magnesium sulfate, filtered, concentrated and purified via MPLC (50-100% ... Reactants: CC#N, CCOC(C)=O, Cl, [Na+], Cc1cc(C2OCCO2)c(C)cc1NC(=O)CCN1CCC(OC(=O)Nc2ccccc2-c2ccccc2)CC1, [OH-]. Yields the product Cc1cc(NC(=O)CCN2CCC(OC(=O)Nc3ccccc3-c3ccccc3)CC2)c(C)cc1C=O. RXN SMILES: [CH3:41][C:42]#[N:43].[CH3:47][CH2:48][O:49][C:50](=[O:51])[CH3:52].[ClH:44].[Na+:46].[O:1]1[CH:2]([c:6]2[cH:7][c:8]([CH3:40])[c:9]([NH:13][C:14](=[O:15])[CH2:16][CH2:17][N:18]3[CH2:19][CH2:20][CH:21]([O:24][C:25]([NH:26][c:27]4[c:28](-[c:33]5[cH:34][cH:35][cH:36][cH:37][cH:38]5)[cH:29][cH:30][cH:31][cH:32]4)=[O:39])[CH2:22][CH2:23]3)[cH:10][c:11]2[CH3:12])[O:5][CH2:4][CH2:3]1.[OH-:45]>>[O:1]=[CH:2][c:6]1[cH:7][c:8]([CH3:40])[c:9]([NH:13][C:14](=[O:15])[CH2:16][CH2:17][N:18]2[CH2:19][CH2:20][CH:21]([O:24][C:25]([NH:26][c:27]3[c:28](-[c:33]4[cH:34][cH:35][cH:36][cH:37][cH:38]4)[cH:29][cH:30][cH:31][cH:32]3)=[O:39])[CH2:22][CH2:23]2)[cH:10][c:11]1[CH3:12]. Reactants: BrC=1C=C(COC2=CC=C(C=C2)CCC(=O)OC)C=CC1 (methyl 3-[4-[(3-bromobenzyl)oxy]phenyl]propanoate), C1(=CC(=CC=C1)N)C1=CC=CC=C1 (biphenyl-3-ylamine). Yields the product C1(=CC(=CC=C1)NC=1C=C(COC2=CC=C(C=C2)CCC(=O)O)C=CC1)C1=CC=CC=C1 (3-[4-[[3-(biphenyl-3-ylamino)benzyl]oxy]phenyl]propanoic acid), crystals. The yield is 6.0%. RXN SMILES: Br[C:2]1[CH:3]=[C:4]([CH:19]=[CH:20][CH:21]=1)[CH2:5][O:6][C:7]1[CH:12]=[CH:11][C:10]([CH2:13][CH2:14][C:15]([O:17]C)=[O:16])=[CH:9][CH:8]=1.[C:22]1([C:29]2[CH:34]=[CH:33][CH:32]=[CH:31][CH:30]=2)[CH:27]=[CH:26][CH:25]=[C:24]([NH2:28])[CH:23]=1>>[C:22]1([C:29]2[CH:30]=[CH:31][CH:32]=[CH:33][CH:34]=2)[CH:27]=[CH:26][CH:25]=[C:24]([NH:28][C:2]2[CH:3]=[C:4]([CH:19]=[CH:20][CH:21]=2)[CH2:5][O:6][C:7]2[CH:12]=[CH:11][C:10]([CH2:13][CH2:14][C:15]([OH:17])=[O:16])=[CH:9][CH:8]=2)[CH:23]=1. Reported procedure: The title compound was synthesized in the same manner as in Example 298 from methyl 3-[4-[(3-bromobenzyl)oxy]phenyl]propanoate and biphenyl-3-ylamine. colorless crystals (yield 6%). Starting materials: CS(=O)(=O)OCc1ccccc1C(OS(C)(=O)=O)c1cc(F)ccc1OCc1ccccc1, CCN(C(C)C)C(C)C, NCc1ccccc1, CN(C)C=O. Product: Fc1ccc(OCc2ccccc2)c(C2c3ccccc3CN2Cc2ccccc2)c1. RXN SMILES: [CH2:1]([c:2]1[cH:3][cH:4][cH:5][cH:6][cH:7]1)[O:8][c:9]1[c:10]([CH:16]([c:17]2[c:18]([CH2:19][O:29][S:30]([CH3:31])(=[O:32])=[O:33])[cH:25][cH:26][cH:27][cH:28]2)[O:20][S:21]([CH3:22])(=[O:23])=[O:24])[cH:11][c:12]([F:15])[cH:13][cH:14]1.[CH:42]([N:43]([CH2:44][CH3:45])[CH:46]([CH3:47])[CH3:48])([CH3:49])[CH3:50].[NH2:34][CH2:35][c:36]1[cH:37][cH:38][cH:39][cH:40][cH:41]1.[O:51]=[CH:52][N:53]([CH3:54])[CH3:55]>>[CH2:1]([c:2]1[cH:3][cH:4][cH:5][cH:6][cH:7]1)[O:8][c:9]1[c:10]([CH:16]2[c:17]3[c:18]([cH:25][cH:26][cH:27][cH:28]3)[CH2:19][N:34]2[CH2:35][c:36]2[cH:37][cH:38][cH:39][cH:40][cH:41]2)[cH:11][c:12]([F:15])[cH:13][cH:14]1.